This data is from the Open Reaction Database (ORD), a public repository of structured organic reaction records. The task is: describe an organic reaction: reactants, conditions, products, and yield Reactants: S(=O)(Cl)Cl (thionyl chloride), OCC=1N(C=CN1)CC(C(F)F)(F)F (2-hydroxymethyl-1-(2,2,3,3-tetrafluoropropyl)imidazole). Product: Cl.ClCC=1N(C=CN1)CC(C(F)F)(F)F (2-chloromethyl-1-(2,2,3,3-tetrafluoropropyl)imidazole hydrochloride). RXN SMILES: S(Cl)([Cl:3])=O.O[CH2:6][C:7]1[N:8]([CH2:12][C:13]([F:18])([F:17])[CH:14]([F:16])[F:15])[CH:9]=[CH:10][N:11]=1>>[ClH:3].[Cl:3][CH2:6][C:7]1[N:8]([CH2:12][C:13]([F:18])([F:17])[CH:14]([F:16])[F:15])[CH:9]=[CH:10][N:11]=1 |f:2.3|. Reported procedure: To thionyl chloride (7.0 ml) was gradually added 2-hydroxymethyl-1-(2,2,3,3-tetrafluoropropyl)imidazole (0.70 g) at 0° C., and the mixture was refluxed for 45 minutes. The reaction mixture was concentrated under reduced pressure, to which was added diethyl ether, then precipitating crystals were collected by filtration. The crystals were dissolved in ethanol, followed by recrystallization from diethyl ether to give 2-chloromethyl-1-(2,2,3,3-tetrafluoropropyl)imidazole hydrochloride (0.90 g) as c... Starting materials: Cc1ccc2ccc(Br)cc2n1, CC(=O)OC(C)=O, CCOC(=O)CCCOc1cccc(C=O)c1. The product is CCOC(=O)CCCOc1cccc(C=Cc2ccc3ccc(Br)cc3n2)c1. RXN SMILES: [Br:1][c:2]1[cH:3][cH:4][c:5]2[cH:6][cH:7][c:8]([CH3:12])[n:9][c:10]2[cH:11]1.[CH3:30][C:31]([O:32][C:33](=[O:34])[CH3:35])=[O:36].[CH:13](=[O:14])[c:15]1[cH:16][c:17]([O:18][CH2:19][CH2:20][CH2:21][C:22](=[O:23])[O:24][CH2:25][CH3:26])[cH:27][cH:28][cH:29]1>>[Br:1][c:2]1[cH:3][cH:4][c:5]2[cH:6][cH:7][c:8]([CH:12]=[CH:13][c:15]3[cH:16][c:17]([O:18][CH2:19][CH2:20][CH2:21][C:22](=[O:23])[O:24][CH2:25][CH3:26])[cH:27][cH:28][cH:29]3)[n:9][c:10]2[cH:11]1. The reactants are NC(=O)N (urea), [C@@H]1([C@@H](O)[C@H](O)[C@H](O1)CO)N1C=CC2=C1N=CN=C2N (7-β-D-arabinofuranosyl-7H-pyrrolo[2,3-d]pyrimidin-4-amine), C(C)(=O)O (acetic acid), N(=O)[O-].[Na+] (sodium nitrite). The solvent is O (water). The product is [C@@H]1([C@@H](O)[C@H](O)[C@H](O1)CO)N1C=CC2=C1N=CNC2=O (7-β-D-arabinofuranosyl-3,7-dihydro-4H-pyrrolo[2,3-d]pyrimidin-4-one). RXN SMILES: [C@@H:1]1([N:10]2[C:14]3[N:15]=[CH:16][N:17]=[C:18](N)[C:13]=3[CH:12]=[CH:11]2)[O:7][C@H:6]([CH2:8][OH:9])[C@@H:4]([OH:5])[C@@H:2]1[OH:3].C(O)(=[O:22])C.N([O-])=O.[Na+].NC(N)=O>O>[C@@H:1]1([N:10]2[C:14]3[N:15]=[CH:16][NH:17][C:18](=[O:22])[C:13]=3[CH:12]=[CH:11]2)[O:7][C@H:6]([CH2:8][OH:9])[C@@H:4]([OH:5])[C@@H:2]1[OH:3] |f:2.3|. Reported procedure: A solution of one g of 7-β-D-arabinofuranosyl-7H-pyrrolo[2,3-d]pyrimidin-4-amine, 4.3 ml of glacial acetic acid, 50 ml water, and 2.67 g of sodium nitrite is heated at 75° C. for one hour, cooled, and treated with 2.1 g of urea. The solution is evaporated in vacuo and the resulting residue is dissolved in water and treated with 15 ml of wet Dowex 50×8 (in hydrogen form). The resin is filtered and washed with water. The filtrate is treated with charcoal, filtered and evaporated in vacuo. The resi... The reactants are O (water), mixture 0111.0, C([O-])([O-])=O.[Na+].[Na+] (sodium carbonate), IC=1[Se]C=CC1 (2-iodoselenophene), C(CC)C1CCC(CC1)C1=CC=C(C=C1)B(O)O (4-(4-propylcyclohexyl)phenylboronic acid). Reagents/catalysts: C=1C=CC(=CC1)[P](C=2C=CC=CC2)(C=3C=CC=CC3)[Pd]([P](C=4C=CC=CC4)(C=5C=CC=CC5)C=6C=CC=CC6)([P](C=7C=CC=CC7)(C=8C=CC=CC8)C=9C=CC=CC9)[P](C=1C=CC=CC1)(C=1C=CC=CC1)C=1C=CC=CC1 (tetrakis(triphenylphosphine)palladium(0)). Solvent: C1(=CC=CC=C1)C.C(C)O (toluene ethanol). Product: C(CC)C1CCC(CC1)C1=CC=C(C=C1)C=1[Se]C=CC1 (2-[4-(4-propylcyclohexyl)phenyl]selenophene). RXN SMILES: I[C:2]1[Se:3][CH:4]=[CH:5][CH:6]=1.[CH2:7]([CH:10]1[CH2:15][CH2:14][CH:13]([C:16]2[CH:21]=[CH:20][C:19](B(O)O)=[CH:18][CH:17]=2)[CH2:12][CH2:11]1)[CH2:8][CH3:9].C(=O)([O-])[O-].[Na+].[Na+].O>C1(C)C=CC=CC=1.C(O)C.C1C=CC([P]([Pd]([P](C2C=CC=CC=2)(C2C=CC=CC=2)C2C=CC=CC=2)([P](C2C=CC=CC=2)(C2C=CC=CC=2)C2C=CC=CC=2)[P](C2C=CC=CC=2)(C2C=CC=CC=2)C2C=CC=CC=2)(C2C=CC=CC=2)C2C=CC=CC=2)=CC=1>[CH2:7]([CH:10]1[CH2:15][CH2:14][CH:13]([C:16]2[CH:21]=[CH:20][C:19]([C:2]3[Se:3][CH:4]=[CH:5][CH:6]=3)=[CH:18][CH:17]=2)[CH2:12][CH2:11]1)[CH2:8][CH3:9] |f:2.3.4,6.7,^1:45,47,66,85|. Reported procedure: A mixture 0111.0 g (41.1 mmol) of 2-iodoselenophene, 7.98 g (32.4 mmol) of 4-(4-propylcyclohexyl)phenylboronic acid, 3.70 g (3.20 mmol) of tetrakis(triphenylphosphine)palladium(0) and 60 ml of 2 N sodium carbonate soln. in 160 ml of toluene/ethanol (1:1) is heated under reflux for 22 h. After cooling, water is added, and the batch is extracted a number of times with MTBE. The combined organic phases are washed with water, sat. sodium hydrogencarbonate soln., 1 N hydrochloric acid and sat. sodium... Starting materials: [Li].C(=O)(O)CCCOC1=C(C(=O)N2CC(CC2)(C2=CC=CC=C2)CCN2CCC(CC2)NC2=NC3=C(N2CCOCC)C=CC=C3)C=C(C=C1)N1N=NN=C1 (1-(2-(3-carboxypropyloxy)-5-(1H-tetrazol-1-yl)benzoyl)-3-(2-(4-(1-(2-ethoxyethyl)-1H-benzimidazol-2-yl-amino)piperidin-1-yl)ethyl)-3-phenylpyrrolidine lithium salt), Cl (hydrochloric acid), O1CCOCC1 (dioxane). Run in ClCCl (dichloromethane). Product: C(=O)(O)CCCOC1=C(C(=O)N2CC(CC2)(C2=CC=CC=C2)CCN2CCC(CC2)NC2=NC3=C(N2CCOCC)C=CC=C3)C=C(C=C1)N1N=NN=C1 (1-(2-(3-carboxypropyloxy)-5-(1H-tetrazol-1-yl)benzoyl)-3-(2-(4-(1-(2-ethoxyethyl)-1H-benzimidazol-2-yl-amino)piperidin-1-yl)ethyl)-3-phenylpyrrolidine). RXN SMILES: [Li].[C:2]([CH2:5][CH2:6][CH2:7][O:8][C:9]1[CH:50]=[CH:49][C:48]([N:51]2[CH:55]=[N:54][N:53]=[N:52]2)=[CH:47][C:10]=1[C:11]([N:13]1[CH2:17][CH2:16][C:15]([CH2:24][CH2:25][N:26]2[CH2:31][CH2:30][CH:29]([NH:32][C:33]3[N:37]([CH2:38][CH2:39][O:40][CH2:41][CH3:42])[C:36]4[CH:43]=[CH:44][CH:45]=[CH:46][C:35]=4[N:34]=3)[CH2:28][CH2:27]2)([C:18]2[CH:23]=[CH:22][CH:21]=[CH:20][CH:19]=2)[CH2:14]1)=[O:12])([OH:4])=[O:3].Cl.O1CCOCC1>ClCCl>[C:2]([CH2:5][CH2:6][CH2:7][O:8][C:9]1[CH:50]=[CH:49][C:48]([N:51]2[CH:55]=[N:54][N:53]=[N:52]2)=[CH:47][C:10]=1[C:11]([N:13]1[CH2:17][CH2:16][C:15]([CH2:24][CH2:25][N:26]2[CH2:31][CH2:30][CH:29]([NH:32][C:33]3[N:37]([CH2:38][CH2:39][O:40][CH2:41][CH3:42])[C:36]4[CH:43]=[CH:44][CH:45]=[CH:46][C:35]=4[N:34]=3)[CH2:28][CH2:27]2)([C:18]2[CH:19]=[CH:20][CH:21]=[CH:22][CH:23]=2)[CH2:14]1)=[O:12])([OH:4])=[O:3] |f:0.1,^1:0|. Procedure: Combine 1-(2-(3-carboxypropyloxy)-5-(1H-tetrazol-1-yl)benzoyl)-3-(2-(4-(1-(2-ethoxyethyl)-1H-benzimidazol-2-yl-amino)piperidin-1-yl)ethyl)-3-phenylpyrrolidine lithium salt (0.24 mmol) and dichloromethane (5 mL). Add a solution of hydrochloric acid in dioxane (0.18 mL, 4 M, 0.72 mmol). Add methanol (5 mL) and evaporate in vacuo to give a residue. Partition the residue between a saturated aqueous sodium bicarbonate solution and ethyl acetate. Separate the organic layer and extract with a saturated... As a reaction SMILES: [Br:26][CH2:27][c:28]1[cH:29][cH:30][c:31](-[c:32]2[o:33][cH:34][cH:35][n:36]2)[cH:37][c:38]1[F:39].[C:20](=[O:21])([O-:22])[O-:23].[Cl:1][c:2]1[cH:3][cH:4][c:5]([S:6]([NH:7][CH:8]2[CH2:9][CH2:10][CH2:11][CH2:12][CH:13]2[CH2:14][OH:15])(=[O:16])=[O:17])[cH:18][cH:19]1.[Cl:40][c:41]1[cH:42][cH:43][c:44]([S:47](=[O:48])(=[O:49])[N:50]([CH:51]2[CH:52]([CH2:57][OH:58])[CH2:53][CH2:54][CH2:55][CH2:56]2)[CH2:59][c:60]2[c:61]([F:72])[c:62]([F:71])[c:63](-[c:66]3[o:67][cH:68][cH:69][n:70]3)[cH:64][cH:65]2)[cH:45][cH:46]1.[Cs+:24].[Cs+:25]>>[Cl:40][c:41]1[cH:42][cH:43][c:44]([S:47](=[O:48])(=[O:49])[N:50]([CH:51]2[CH:52]([CH2:57][OH:58])[CH2:53][CH2:54][CH2:55][CH2:56]2)[CH2:59][c:60]2[c:61]([F:72])[cH:62][c:63](-[c:66]3[o:67][cH:68][cH:69][n:70]3)[cH:64][cH:65]2)[cH:45][cH:46]1. Starting materials: Fc1cc(-c2ncco2)ccc1CBr, O=C([O-])[O-], O=S(=O)(NC1CCCCC1CO)c1ccc(Cl)cc1, O=S(=O)(c1ccc(Cl)cc1)N(Cc1ccc(-c2ncco2)c(F)c1F)C1CCCCC1CO, [Cs+], [Cs+]. The product is O=S(=O)(c1ccc(Cl)cc1)N(Cc1ccc(-c2ncco2)cc1F)C1CCCCC1CO. Reactants: COC(=O)C1=CC2=C(N(C(=N2)NC=2SC3=C(N2)C=C(C=C3)F)C)C=C1 (2-(5-fluoro-benzothiazol-2-ylamino)-1-methyl-1H-benzimidazole-5-carboxylic acid methyl ester), [Li+].[OH-] (LiOH). Product: FC=1C=CC2=C(N=C(S2)NC2=NC3=C(N2C)C=CC(=C3)C(=O)O)C1 (2-(5-Fluoro-benzothiazol-2-ylamino)-1-methyl-1H-benzimidazole-5-carboxylic acid). Isolated yield 89.5%. As a reaction SMILES: C[O:2][C:3]([C:5]1[CH:25]=[CH:24][C:8]2[N:9]([CH3:23])[C:10]([NH:12][C:13]3[S:14][C:15]4[CH:21]=[CH:20][C:19]([F:22])=[CH:18][C:16]=4[N:17]=3)=[N:11][C:7]=2[CH:6]=1)=[O:4].[Li+].[OH-]>>[F:22][C:19]1[CH:20]=[CH:21][C:15]2[S:14][C:13]([NH:12][C:10]3[N:9]([CH3:23])[C:8]4[CH:24]=[CH:25][C:5]([C:3]([OH:4])=[O:2])=[CH:6][C:7]=4[N:11]=3)=[N:17][C:16]=2[CH:18]=1 |f:1.2|. Procedure details: 2-(5-Fluoro-benzothiazol-2-ylamino)-1-methyl-1H-benzimidazole-5-carboxylic acid (1.53 g) was prepared by following General Procedure E starting from 2-(5-fluoro-benzothiazol-2-ylamino)-1-methyl-1H-benzimidazole-5-carboxylic acid methyl ester (1.78 g), and LiOH (10.0 ml, 2.0 N solution in water). LC/MS: m/z 344. The reactants are NC=1C=CC=2C(N(C(C3=CC=CC1C23)=O)C2=C(C=C(C=C2)C)C)=O (6-amino-2-(2,4-dimethylphenyl)benzo[de]isoquinoline-1,3-dione), C(C)(=O)[O-].[K+] (potassium acetate), C([O-])([O-])=O.[K+].[K+] (potassium carbonate), cupric acetate, cupric iodide, BrC1=C2C=3C(=CC(N(C3C=C1)C)=O)C1=CC=CC=C1C2=O (6-bromo-3-methyl-3H-naphtho[1,2,3-de]quinoline-2,7-dione), BrC1=C2C=3C(=CC(N(C3C=C1)C)=O)C1=CC=CC=C1C2=O (6-bromo-3-methyl-3H-naphtho[1,2,3-de]quinoline-2,7-dione), 6-amino-2-(2,4-dimethyl)phenyl-benzo[de]isoquinoline-1,3-dione. The solvent is ClC1=C(C=CC=C1)Cl (ortho-dichlorobenzene), ClC1=C(C=CC=C1)Cl (ortho-dichlorobenzene), CO (methanol). Run at temperature 120 celsius. Product: CC1=C(C=CC(=C1)C)N1C(C2=CC=CC=3C2=C(C1=O)C=CC3NC3=C1C=2C(=CC(N(C2C=C3)C)=O)C3=CC=CC=C3C1=O)=O (6-[2-(2,4-dimethylphenyl)-1,3-dioxo-2,3-dihydro-1H-benzo[de]isoquinolin-6-ylamino]-3-methyl-3H-naphtho[1,2,3-de]quinoline-2,7-dione). As a reaction SMILES: [NH2:1][C:2]1[CH:3]=[CH:4][C:5]2[C:6](=[O:24])[N:7]([C:16]3[CH:21]=[CH:20][C:19]([CH3:22])=[CH:18][C:17]=3[CH3:23])[C:8](=[O:15])[C:9]3[C:14]=2[C:13]=1[CH:12]=[CH:11][CH:10]=3.C([O-])(=O)C.[K+].C(=O)([O-])[O-].[K+].[K+].Br[C:37]1[CH:46]=[CH:45][C:44]2[N:43]([CH3:47])[C:42](=[O:48])[CH:41]=[C:40]3[C:49]4[C:54]([C:55](=[O:56])[C:38]=1[C:39]=23)=[CH:53][CH:52]=[CH:51][CH:50]=4>CO.ClC1C=CC=CC=1Cl>[CH3:23][C:17]1[CH:18]=[C:19]([CH3:22])[CH:20]=[CH:21][C:16]=1[N:7]1[C:6](=[O:24])[C:5]2[CH:4]=[CH:3][C:2]([NH:1][C:37]3[CH:46]=[CH:45][C:44]4[N:43]([CH3:47])[C:42](=[O:48])[CH:41]=[C:40]5[C:49]6[C:54]([C:55](=[O:56])[C:38]=3[C:39]=45)=[CH:53][CH:52]=[CH:51][CH:50]=6)=[C:13]3[C:14]=2[C:9](=[CH:10][CH:11]=[CH:12]3)[C:8]1=[O:15] |f:1.2,3.4.5|. Reported procedure: To a three-necked round-bottomed flask equipped with a thermometer and a Dean-Stark apparatus was charged 6-amino-2-(2,4-dimethylphenyl)benzo[de]isoquinoline-1,3-dione (4.69 g), potassium acetate (1.443 g), potassium carbonate (2.032 g), cupric acetate (0.1262 g), cupric iodide (0.120 g), and ortho-dichlorobenzene (45 ml) to obtain a mixture. The mixture was heated to 120° C. in about 10 minutes. After being maintained at 120° C. for about 30 minutes, 6-bromo-3-methyl-3H-naphtho[1,2,3-de]quinoli... Starting materials: FC1=CC=C(C=C1)N1C(=NC=C1C(=O)OCC)CCC1=C(C(=CC=C1F)F)F (ethyl 1-(4-fluorophenyl)-2-(2,3,6-trifluorophenethyl)-1H-imidazole-5-carboxylate), FC1=CC=C(C=C1)N1C(=NC=C1C(=O)OCC)C#CC1=C(C=CC=C1)C(F)(F)F (Ethyl 1-(4-fluorophenyl)-2-((2-(trifluoromethyl)phenyl)ethynyl)-1H-imidazole-5-carboxylate). The reagents and catalysts are [Pd] (Pd/C). Run in C(C)(=O)OCC.C(C)O (ethyl acetate ethanol). The product is FC(C1=C(CCOC(=O)C2=CN=CN2)C=CC=C1)(F)F ((2-(trifluoromethyl)phenethyl)-1H-imidazole-5-carboxylate). As a reaction SMILES: FC1C=CC([N:8]2[C:12]([C:13]([O:15][CH2:16][CH3:17])=[O:14])=[CH:11][N:10]=[C:9]2CCC2C(F)=CC=C(F)C=2F)=CC=1.FC1C=CC(N2C(C(OCC)=O)=CN=C2C#C[C:48]2[CH:53]=[CH:52][CH:51]=[CH:50][C:49]=2[C:54]([F:57])([F:56])[F:55])=CC=1>[Pd].C(OCC)(=O)C.C(O)C>[F:55][C:54]([F:57])([F:56])[C:49]1[CH:50]=[CH:51][CH:52]=[CH:53][C:48]=1[CH2:17][CH2:16][O:15][C:13]([C:12]1[NH:8][CH:9]=[N:10][CH:11]=1)=[O:14] |f:3.4|. Procedure details: Ethyl 1-(4-fluorophenyl)-2-((2-(trifluoromethyl)phenethyl)-1H-imidazole-5-carboxylate (47) was prepared in a similar manner as that described for the synthesis of compound 18 using ethyl 1-(4-fluorophenyl)-2-((2-(trifluoromethyl)phenyl)ethynyl)-1H-imidazole-5-carboxylate (46) (651 mg, 1.62 mmol), Pd/C (10% Degussa type, 65 mg), and ethyl acetate/ethanol (1:2) (61 mL).